This data is from the Open Reaction Database (ORD), a public repository of structured organic reaction records. The task is: describe an organic reaction: reactants, conditions, products, and yield Starting materials: COC(C=CC1=CC(=CC=C1)S(=O)(=O)Cl)=O (3-(3-Chlorosulfonylphenyl)acrylic acid methyl ester), NC1=CC=CC=C1 (aniline), N1=CC=CC=C1 (pyridine), resultant solution. Run in ClCCl (dichloromethane). Yields the product COC(C=CC1=CC(=CC=C1)S(NC1=CC=CC=C1)(=O)=O)=O (3-(3-Phenylsulfamoylphenyl)acrylic acid methyl ester). The yield is 29.1%. As a reaction SMILES: [CH3:1][O:2][C:3](=[O:16])[CH:4]=[CH:5][C:6]1[CH:11]=[CH:10][CH:9]=[C:8]([S:12](Cl)(=[O:14])=[O:13])[CH:7]=1.[NH2:17][C:18]1[CH:23]=[CH:22][CH:21]=[CH:20][CH:19]=1.N1C=CC=CC=1>ClCCl>[CH3:1][O:2][C:3](=[O:16])[CH:4]=[CH:5][C:6]1[CH:11]=[CH:10][CH:9]=[C:8]([S:12](=[O:14])(=[O:13])[NH:17][C:18]2[CH:23]=[CH:22][CH:21]=[CH:20][CH:19]=2)[CH:7]=1. Procedure: A solution of 3-(3-chlorosulfonylphenyl)acrylic acid methyl ester (3) (0.640 g, 2.45 mmol) in dichloromethane (2 ml) was added to a mixture of aniline (0.465 g, 4.99 mmol) and pyridine (1 ml), and the resultant solution was stirred at 50° C. for one hour. The reaction mixture was evaporated and the residue was partitioned between ethyl acetate and 10% HCl. The organic layer was washed successively with water, saturated NaCl, and dried (Na2SO4). The solvent was removed and the residue was chromat... Reactants: C1CCOC1, CC(=O)OC(C)=O, O=CO, C#CC(CS(=O)(=O)N1CCN(c2ccccn2)CC1)NO. Product: C#CC(CS(=O)(=O)N1CCN(c2ccccn2)CC1)N(O)C=O. Reaction SMILES: [CH2:32]1[O:33][CH2:34][CH2:35][CH2:36]1.[CH3:1][C:2]([O:3][C:5]([CH3:4])=[O:7])=[O:6].[CH:8]([OH:9])=[O:10].[OH:11][NH:12][CH:13]([CH2:14][S:15](=[O:16])(=[O:17])[N:18]1[CH2:19][CH2:20][N:21]([c:24]2[n:25][cH:26][cH:27][cH:28][cH:29]2)[CH2:22][CH2:23]1)[C:30]#[CH:31]>>[CH:5](=[O:7])[N:12]([OH:11])[CH:13]([CH2:14][S:15](=[O:16])(=[O:17])[N:18]1[CH2:19][CH2:20][N:21]([c:24]2[n:25][cH:26][cH:27][cH:28][cH:29]2)[CH2:22][CH2:23]1)[C:30]#[CH:31]. Reactants: ClC1=NC=2N3C(C(N(C2C=N1)C1CCSCC1)=O)(COCC3)C (2-chloro-6a-methyl-5-(tetrahydro-2H-thiopyran-4-yl)-6a,7,9,10-tetrahydro-[1,4]oxazino[3,4-h]pteridin-6(5H)-one), OOS(=O)[O-].[K+] (oxone). The solvent is CO (MeOH), O (water). Reaction conditions: time 16 hour. Yields the product ClC1=NC=2N3C(C(N(C2C=N1)C1CCS(CC1)(=O)=O)=O)(COCC3)C (2-chloro-5-(1,1-dioxidotetrahydro-2H-thiopyran-4-yl)-6a-methyl-6a,7,9,10-tetrahydro[1,4]oxazino[3,4-h]pteridin-6(5H)-one). The yield is 65.4%. Reaction SMILES: [Cl:1][C:2]1[N:11]=[CH:10][C:9]2[N:8]([CH:12]3[CH2:17][CH2:16]S[CH2:14][CH2:13]3)[C:7](=[O:18])[C:6]3([CH3:23])[CH2:19][O:20][CH2:21][CH2:22][N:5]3[C:4]=2[N:3]=1.O[O:25][S:26]([O-:28])=O.[K+]>CO.O>[Cl:1][C:2]1[N:11]=[CH:10][C:9]2[N:8]([CH:12]3[CH2:13][CH2:14][S:26](=[O:28])(=[O:25])[CH2:16][CH2:17]3)[C:7](=[O:18])[C:6]3([CH3:23])[CH2:19][O:20][CH2:21][CH2:22][N:5]3[C:4]=2[N:3]=1 |f:1.2|. Reported procedure: To a solution of 2-chloro-6a-methyl-5-(tetrahydro-2H-thiopyran-4-yl)-6a,7,9,10-tetrahydro-[1,4]oxazino[3,4-h]pteridin-6(5H)-one (9.4 mg, 0.026 mmol) in MeOH (1 ml) at 0° C. was added dropwise a solution of oxone (40.7 mg, 0.066 mmol) in water (1 ml), and the reaction mixture was stirred at room temperature for 16 h, followed by solvent removal in vacuo. The residue was partitioned between EtOAc and water. The phases were separated and the aqueous phase was extracted with EtOAc. The combined orga... Starting materials: O[NH3+] (hydroxylammonium), ClC1=C(C=CC(=C1)Cl)C(CN1N=CN=C1)=O (1-(2,4-dichlorophenyl)-2-(1,2,4-triazol-1-yl)-1-ethanone), O (water). The solvent is C(C)O (ethanol). Product: ClC1=C(C=CC(=C1)Cl)C(CN1N=CN=C1)=NO (1-(2,4-dichlorophenyl)-1-oximino-2-(1,2,4-triazol-1-yl)-ethane). Yield: 42.8%. As a reaction SMILES: [Cl:1][C:2]1[CH:7]=[C:6]([Cl:8])[CH:5]=[CH:4][C:3]=1[C:9](=O)[CH2:10][N:11]1[CH:15]=[N:14][CH:13]=[N:12]1.[OH:17][NH3+:18].O>C(O)C>[Cl:1][C:2]1[CH:7]=[C:6]([Cl:8])[CH:5]=[CH:4][C:3]=1[C:9](=[N:18][OH:17])[CH2:10][N:11]1[CH:15]=[N:14][CH:13]=[N:12]1. Reported procedure: 106.8 g (0.44 mol) of 1-(2,4-dichlorophenyl)-2-(1,2,4-triazol-1-yl)-1-ethanone are dissolved in 780 ml of ethanol, 48 g of hydroxylammonium nydrochloride are added and the mixture is heated under reflux for five hours. Thereafter, 1000 ml of water are added and the reaction mixture is filtered. 51 g (45% of theory) of 1-(2,4-dichlorophenyl)-1-oximino-2-(1,2,4-triazol-1-yl)-ethane of melting point 165°-170° C. are obtained. ##STR15## Starting materials: AgClO4, CCOC(=O)C (AcOEt), BrC1(C2CCCCCC12)Br (8,8-Dibromobicyclo[5.1.0]octane), C(CC=C)O (3-buten-1-ol). Run in C1(=CC=CC=C1)C (toluene), [Al] (aluminum). Conditions: time 48 hour. Product: Br\C\1=C\CCCCCC1OCCC=C ((E)-1-Bromo-8-(but-3-enyloxy)cyclooct-1-ene). As a reaction SMILES: Br[C:2]1([Br:10])[CH:9]2[CH:3]1[CH2:4][CH2:5][CH2:6][CH2:7][CH2:8]2.[CH2:11]([OH:15])[CH2:12][CH:13]=[CH2:14].CCOC(C)=O>C1(C)C=CC=CC=1.[Al]>[Br:10][C:2]1=[CH:3][CH2:4][CH2:5][CH2:6][CH2:7][CH2:8][CH:9]1[O:15][CH2:11][CH2:12][CH:13]=[CH2:14]. Procedure: The compound 1 (2.73 g, 10.18 mmol) and 3-buten-1-ol (8.75 ml, 100.7 mmol, 10 eq.) are placed in anhydrous toluene (50 ml) in a round-bottomed flask wrapped in aluminum. AgClO4 (6.33 g, 30.53 mmol, 3 eq.) is added and the suspension is stirred at ambient temperature for 48 h. After addition of 150 ml of AcOEt and filtering, the solution is washed with deionized water. The organic phase recovered is dried over MgSO4, filtered and purified by flash chromatography (cyclohexane/AcOEt 99:1). The prod... Reactants: CCO, Nc1ccc(C(F)(F)F)cc1, O=Cc1ccccc1[N+](=O)[O-]. Product: O=[N+]([O-])c1ccccc1C=Nc1ccc(C(F)(F)F)cc1. As a reaction SMILES: [CH3:23][CH2:24][OH:25].[F:1][C:2]([c:3]1[cH:4][cH:5][c:6]([NH2:7])[cH:8][cH:9]1)([F:10])[F:11].[N+:12](=[O:13])([O-:14])[c:15]1[c:16]([CH:17]=[O:18])[cH:19][cH:20][cH:21][cH:22]1>>[F:1][C:2]([c:3]1[cH:4][cH:5][c:6]([N:7]=[CH:17][c:16]2[c:15]([N+:12](=[O:13])[O-:14])[cH:22][cH:21][cH:20][cH:19]2)[cH:8][cH:9]1)([F:10])[F:11].